From a dataset of the Open Reaction Database (ORD), a public repository of structured organic reaction records. describe an organic reaction: reactants, conditions, products, and yield The product is FC(C1(CCC1)NS(=O)C(C)(C)C)S(=O)(=O)C1=CC=CC=C1 (N-(1-(fluoro(phenylsulfonyl)methyl)cyclobutyl)-2-methylpropane-2-sulfinamide). RXN SMILES: [F:1][CH2:2][S:3]([C:6]1[CH:11]=[CH:10][CH:9]=[CH:8][CH:7]=1)(=[O:5])=[O:4].C([Li])CCC.[C:17]1(=[N:21][S:22]([C:24]([CH3:27])([CH3:26])[CH3:25])=[O:23])[CH2:20][CH2:19][CH2:18]1>O1CCCC1>[F:1][CH:2]([S:3]([C:6]1[CH:7]=[CH:8][CH:9]=[CH:10][CH:11]=1)(=[O:4])=[O:5])[C:17]1([NH:21][S:22]([C:24]([CH3:27])([CH3:26])[CH3:25])=[O:23])[CH2:18][CH2:19][CH2:20]1. Starting materials: FCS(=O)(=O)C1=CC=CC=C1 (((fluoromethyl)sulfonyl)benzene), C(CCC)[Li] (n-butyl lithium), C1(CCC1)=NS(=O)C(C)(C)C (N-cyclobutylidene-2-methylpropane-2-sulfinamide). The solvent is O1CCCC1 (tetrahydrofuran). Conditions: time 40 minute. Procedure: To a stirred solution of ((fluoromethyl)sulfonyl)benzene (5.0 g, 28.7 mmol) in tetrahydrofuran (100 mL) at −78° C. under argon was added n-butyl lithium (18.0 mL, 28.7 mmol) and the reaction mixture was stirred for 40 minutes at this temperature. N-cyclobutylidene-2-methylpropane-2-sulfinamide (3.23 g, 18.7 mmol) was added to the mixture at −78° C. and the reaction mixture was allowed to warm slowly to room temperature and stirred overnight. The reaction mixture was quenched by the addition of w... The yield is 46.2%. Starting materials: [H-].[H-].[H-].[H-].[Li+].[Al+3] (LiAlH4), C(C)OC(=O)C1=CN=C2SC3=C(N21)C=CC(=C3)F (7-fluoroimidazo[2,1-b]benzothiazole-3-carboxylic acid ethyl ester), NC=1SC2=C(N1)C(=CC=C2)C (2-amino-methylbenzothiazole), Heterocycles. Solvent: C1CCOC1 (THF). Yields the product FC1=CC2=C(N3C(S2)=NC=C3CO)C=C1 (7-Fluoro-imidazo[2,1-b]benzothiazole-3-methanol). As a reaction SMILES: C([O:3][C:4]([C:6]1[N:13]2[C:9]([S:10][C:11]3[CH:17]=[C:16]([F:18])[CH:15]=[CH:14][C:12]=32)=[N:8][CH:7]=1)=O)C.NC1SC2C=CC=C(C)C=2N=1.[H-].[H-].[H-].[H-].[Li+].[Al+3]>C1COCC1>[F:18][C:16]1[CH:15]=[CH:14][C:12]2[N:13]3[C:6]([CH2:4][OH:3])=[CH:7][N:8]=[C:9]3[S:10][C:11]=2[CH:17]=1 |f:2.3.4.5.6.7|. Reported procedure: A solution of 7-fluoroimidazo[2,1-b]benzothiazole-3-carboxylic acid ethyl ester, (synthesized from 2-amino-methylbenzothiazole according to a modification of the procedures described by Fajeli et al., Heterocycles, 1986, 24, 379) (1.93 g) in dry THF (50 mL) at 0° was treated with LiAlH4 (0.36 g) and reacted at 25° for one hour. The suspension was quenched by serial addition of water and 15% sodium hydroxide. The suspension was filtered and the filtrate was evaporated to yield crude 7-Fluoro-imid... Reactants: O=C1N(C=2C=C(C(=CC2C=2C1=CNN2)C(=O)O)C2=CC=NC=C2)CC(F)(F)F (4-oxo-7-(pyrid-4-yl)-5-(2,2,2-trifluoroethyl)-4,5-dihydro-2H-pyrazolo[4,3-c]quinoline-8-carboxylic acid), C([O-])(O)=O.[NH4+] (ammonium bicarbonate), C(=O)(OC(C)(C)C)OC(=O)OC(C)(C)C (di-tert-butyl dicarbonate). The solvent is N1=CC=CC=C1.CCOC(=O)C (pyridine EtOAc). Run at time 16 hour. The product is O=C1N(C=2C=C(C(=CC2C=2C1=CNN2)C(=O)N)C2=CC=NC=C2)CC(F)(F)F (4-oxo-7-(pyrid-4-yl)-5-(2,2,2-trifluoroethyl)-4,5-dihydro-2H-pyrazolo[4,3-c]quinoline-8-carboxamide). Yield: 7.9%. Reaction SMILES: [O:1]=[C:2]1[C:11]2=[CH:12][NH:13][N:14]=[C:10]2[C:9]2[CH:8]=[C:7]([C:15](O)=[O:16])[C:6]([C:18]3[CH:23]=[CH:22][N:21]=[CH:20][CH:19]=3)=[CH:5][C:4]=2[N:3]1[CH2:24][C:25]([F:28])([F:27])[F:26].C(=O)(O)[O-].[NH4+:33].C(OC(OC(C)(C)C)=O)(OC(C)(C)C)=O>N1C=CC=CC=1.CCOC(C)=O>[O:1]=[C:2]1[C:11]2=[CH:12][NH:13][N:14]=[C:10]2[C:9]2[CH:8]=[C:7]([C:15]([NH2:33])=[O:16])[C:6]([C:18]3[CH:19]=[CH:20][N:21]=[CH:22][CH:23]=3)=[CH:5][C:4]=2[N:3]1[CH2:24][C:25]([F:27])([F:26])[F:28] |f:1.2,4.5|. Reported procedure: A mixture of 4-oxo-7-(pyrid-4-yl)-5-(2,2,2-trifluoroethyl)-4,5-dihydro-2H-pyrazolo[4,3-c]quinoline-8-carboxylic acid [Example 11] (38 mg, 010 mmol), ammonium bicarbonate (46 mg, 0.59 mmol) and di-tert-butyl dicarbonate (47 mg, 0.22 mmol) in 1 mL of pyridine/EtOAc (1/1) is stirred at room temperature under nitrogen for 16 hours and then concentrated to dryness. After purification by preparative HPLC on a C18 reverse phase [eluent A: H2O/0.1M CH3COONH4 (90/10); eluent B: CH3CN/0.1M CH3COONH4 (90/1... Starting materials: C(C)OC=C(C(=O)OCC)C(C1=C(C(=C(C(=C1)F)F)Cl)F)=O (ethyl 3-ethoxy-2-(3-chloro-2,4,5-trifluorobenzoyl)acrylate), ClC=1C(=C(C(=O)CC(=O)OCC)C=C(C1F)F)F (ethyl 3-chloro-2,4,5-trifluorobenzoylacetate), NC1=NC(=C(C=C1F)F)OC (2-amino-3,5-difluoro-6-methoxypyridine), NC(C(=O)[O-])=C (aminoacrylate). Run in C(Cl)(Cl)Cl (chloroform). Run at temperature 90 celsius, time 15 minute. The product is ClC=1C(=C(C=C2C(C(=CN(C12)C1=NC(=C(C=C1F)F)OC)C(=O)OCC)=O)F)F (ethyl 8-chloro-1-(3,5-difluoro-6-methoxypyridine-2-yl)-6,7-difluoro-4-oxo-1,4-dihydroquinoline-3-carboxylate). Reaction SMILES: C(O[CH:4]=[C:5]([C:11](=[O:22])[C:12]1[CH:17]=[C:16]([F:18])[C:15]([F:19])=[C:14]([Cl:20])[C:13]=1F)[C:6]([O:8][CH2:9][CH3:10])=[O:7])C.ClC1C(F)=C(C=C(F)C=1F)C(CC(OCC)=O)=O.[NH2:41][C:42]1[C:47]([F:48])=[CH:46][C:45]([F:49])=[C:44]([O:50][CH3:51])[N:43]=1.NC(=C)C([O-])=O>C(Cl)(Cl)Cl>[Cl:20][C:14]1[C:15]([F:19])=[C:16]([F:18])[CH:17]=[C:12]2[C:13]=1[N:41]([C:42]1[C:47]([F:48])=[CH:46][C:45]([F:49])=[C:44]([O:50][CH3:51])[N:43]=1)[CH:4]=[C:5]([C:6]([O:8][CH2:9][CH3:10])=[O:7])[C:11]2=[O:22]. Reported procedure: To 3 ml chloroform solution of ethyl 3-ethoxy-2-(3-chloro-2,4,5-trifluorobenzoyl)acrylate prepared from 0.78 g of ethyl 3-chloro-2,4,5-trifluorobenzoylacetate by normal process was added 2-amino-3,5-difluoro-6-methoxypyridine until completion of the conversion into the aminoacrylate form was confirmed by monitoring the reaction by TLC. The solution was concentrated under reduced pressure, and to the residue were added 0.80 g of anhydrous potassium carbonate and 2 ml of N,N-dimethylformamide, and... The reactants are Br (hydrobromic acid), C1OC=2C=C(C=CC2O1)N1C=C(C(=O)O)C(C=C1C1=CC=C(C=C1)N(C)C)=O (1-(3,4-methylenedioxyphenyl)-6-(4-dimethylaminophenyl)-4-oxo-1,4-dihydronicotinic acid), [OH-].[Na+] (sodium hydroxide). Run in O (water). Product: OC=1C=C(C=CC1O)N1C=C(C(=O)O)C(C=C1C1=CC=C(C=C1)N(C)C)=O (1-(3,4-dihydroxyphenyl)-6-(4-dimethylaminophenyl)-4-oxo-1,4-dihydronicotinic acid). Isolated yield 34.4%. RXN SMILES: Br.C1[O:10][C:9]2[CH:8]=[CH:7][C:6]([N:11]3[C:19]([C:20]4[CH:25]=[CH:24][C:23]([N:26]([CH3:28])[CH3:27])=[CH:22][CH:21]=4)=[CH:18][C:17](=[O:29])[C:13]([C:14]([OH:16])=[O:15])=[CH:12]3)=[CH:5][C:4]=2[O:3]1.[OH-].[Na+]>O>[OH:3][C:4]1[CH:5]=[C:6]([N:11]2[C:19]([C:20]3[CH:21]=[CH:22][C:23]([N:26]([CH3:27])[CH3:28])=[CH:24][CH:25]=3)=[CH:18][C:17](=[O:29])[C:13]([C:14]([OH:16])=[O:15])=[CH:12]2)[CH:7]=[CH:8][C:9]=1[OH:10] |f:2.3|. Reported procedure: In 10 ml of 47% by weight hydrobromic acid was suspended 0.15 g of 1-(3,4-methylenedioxyphenyl)-6-(4-dimethylaminophenyl)-4-oxo-1,4-dihydronicotinic acid, and they were refluxed for 2 hours. After completion of the reaction, the reaction mixture was cooled to room temperature, and diluted with 10 ml of water. This solution was adjusted to a pH of 12 with a 20% weight aqueous sodium hydroxide solution, washed with 20 ml of chloroform, and again adjusted to a pH of 6.0 with acetic acid. This solut... The reactants are BrCCBr, N#Cc1ccc(O)c(F)c1, [K+], [K+], O=C([O-])[O-], CN(C)C=O. Yields the product N#Cc1ccc(OCCBr)c(F)c1. As a reaction SMILES: [Br:17][CH2:18][CH2:19][Br:20].[F:1][c:2]1[cH:3][c:4]([C:5]#[N:6])[cH:7][cH:8][c:9]1[OH:10].[K+:11].[K+:12].[O-:13][C:14]([O-:15])=[O:16].[O:21]=[CH:22][N:23]([CH3:24])[CH3:25]>>[F:1][c:2]1[cH:3][c:4]([C:5]#[N:6])[cH:7][cH:8][c:9]1[O:10][CH2:19][CH2:18][Br:17].